From a dataset of the Open Reaction Database (ORD), a public repository of structured organic reaction records. describe an organic reaction: reactants, conditions, products, and yield Starting materials: C(C=C)(=O)O (acrylic acid), resin 1, C(C=C)(=O)OCCCC (n-butyl acrylate). RXN SMILES: [C:1]([O:5][CH2:6][CH2:7][CH2:8][CH3:9])(=[O:4])[CH:2]=[CH2:3].[C:10]([OH:14])(=[O:13])[CH:11]=[CH2:12]>>[C:1]([O:5][CH2:6][CH2:7][CH2:8][CH3:9])(=[O:4])[CH:2]=[CH2:3].[C:10]([OH:14])(=[O:13])[CH:11]=[CH2:12] |f:2.3|. Procedure details: A synthesis was conducted by the same procedure as in the resin 1 except that n-butyl acrylate (nBA) and acrylic acid (AA) were used as monomers, thereby obtaining an nBA-AA type resin 3. The resin 3 was neutralized with an aqueous solution of potassium hydroxide to obtain an aqueous solution having a solid content concentration of 20% by mass. Incidentally, the resin 3 was in a state dissolved in the aqueous solution, and so the 50% cumulative volume average particle size (D50) of the resin 3 c... The product is C(C=C)(=O)OCCCC.C(C=C)(=O)O (nBA AA), resin 3. Starting materials: O (water), ClC1=CC=C(CNC(=O)C=2C=NC3=C(C=C(C=C3C2O)CC2CCOCC2)I)C=C1 (N-(4-chlorobenzyl)-4-hydroxy-8-iodo-6-(tetrahydro-2H-pyran-4-ylmethyl)-3-quinolinecarboxamide), C(=O)([O-])[O-].[K+].[K+] (K2CO3), CI (methyl iodide). Run in CN(C)C=O (DMF). Run at time 5 day. The product is ClC1=CC=C(CNC(=O)C2=CN(C3=C(C=C(C=C3C2=O)CC2CCOCC2)I)C)C=C1 (N-(4-chlorobenzyl)-8-iodo-1-methyl-4-oxo-6-(tetrahydro-2H-pyran-4-ylmethyl)-1,4-dihydro-3-quinolinecarboxamide). Isolated yield 48.1%. RXN SMILES: [Cl:1][C:2]1[CH:30]=[CH:29][C:5]([CH2:6][NH:7][C:8]([C:10]2[CH:11]=[N:12][C:13]3[C:18]([C:19]=2[OH:20])=[CH:17][C:16]([CH2:21][CH:22]2[CH2:27][CH2:26][O:25][CH2:24][CH2:23]2)=[CH:15][C:14]=3[I:28])=[O:9])=[CH:4][CH:3]=1.[C:31]([O-])([O-])=O.[K+].[K+].CI.O>CN(C=O)C>[Cl:1][C:2]1[CH:3]=[CH:4][C:5]([CH2:6][NH:7][C:8]([C:10]2[C:19](=[O:20])[C:18]3[C:13](=[C:14]([I:28])[CH:15]=[C:16]([CH2:21][CH:22]4[CH2:27][CH2:26][O:25][CH2:24][CH2:23]4)[CH:17]=3)[N:12]([CH3:31])[CH:11]=2)=[O:9])=[CH:29][CH:30]=1 |f:1.2.3|. Procedure: To a mixture of N-(4-chlorobenzyl)-4-hydroxy-8-iodo-6-(tetrahydro-2H-pyran-4-ylmethyl)-3-quinolinecarboxamide (0.075 g) and K2CO3 (0.077 g) in 5 mL DMF is added methyl iodide (2.4 g) and the mixture is stirred at room temperature for 5 days. The mixture is then poured into water and the resulting solid collected. The crude product is chromatographed (Biotage flash 40S, eluent CH2Cl2 then 1% MeOH/CH2Cl2). Fractions homogeneous by TLC are combined and concentrated. The resulting solid is recrystal... Yields the product OC1C(N2[C@H](CO1)[C@@H]([C@@H]([C@H](C2)O)O)O)O ((7S, 8R, 9S, 9aR)-3,4,7,8,9-Pentahydroxy-octahydropyrido-[2,1-c][l,4]oxazine). The reactants are N1C[C@H](O)[C@@H](O)[C@@H](O)[C@H]1CO (1,5-didesoxy-l,5-imino-D-galactitol), C(=O)C=O (glyoxal). Procedure: Preparation is carried out analogously to Example 1 from 1,5-didesoxy-l,5-imino-D-galactitol and corresponding molar ratios of 30% strength aqueous glyoxal. Reaction SMILES: [NH:1]1[C@H:9]([CH2:10][OH:11])[C@H:7]([OH:8])[C@H:5]([OH:6])[C@@H:3]([OH:4])[CH2:2]1.[CH:12]([CH:14]=[O:15])=[O:13]>>[OH:13][CH:12]1[O:11][CH2:10][C@@H:9]2[C@H:7]([OH:8])[C@H:5]([OH:6])[C@@H:3]([OH:4])[CH2:2][N:1]2[CH:14]1[OH:15]. Run in O (H2O). Reagents/catalysts: FC(S(=O)(=O)[O-])(F)F.[Zn+2].FC(S(=O)(=O)[O-])(F)F (zinc trifluoromethanesulfonate). The reactants are C(C=C)(=O)OC (methyl acrylate), ClC(=C(C)C)N(C)C (1-chloro-N,N,2-trimethylprop-1-en-1-amine), C1CCOC1 (THF). Yield: 29.0%. Product: CC1(C(CC1=O)C(=O)OC)C (methyl 2,2-dimethyl-3-oxocyclobutanecarboxylate). As a reaction SMILES: [C:1]([O:5][CH3:6])(=[O:4])C=C.Cl[C:8](N(C)C)=[C:9]([CH3:11])[CH3:10].C1C[O:18][CH2:17][CH2:16]1>FC(F)(F)S([O-])(=O)=O.[Zn+2].FC(F)(F)S([O-])(=O)=O.O>[CH3:10][C:9]1([CH3:11])[C:17](=[O:18])[CH2:16][CH:8]1[C:1]([O:5][CH3:6])=[O:4] |f:3.4.5|. Procedure: The suspension of methyl acrylate (1.3 equiv.), 1-chloro-N,N,2-trimethylprop-1-en-1-amine (1.0 equiv.), and zinc trifluoromethanesulfonate (0.25 equiv.) was stirred to blend its contents for 15 min at room temperature under N2. Then the mixture was sonicated (100 W) at 36-39° C. for 24 h. A mixture of THF:H2O=10:1 was added to the mixture and sonicated. The mixture was concentrated and extracted with ethyl acetate. The combined organic layers were washed with brine, dried over anhydrous sodium s...